From a dataset of the Open Reaction Database (ORD), a public repository of structured organic reaction records. describe an organic reaction: reactants, conditions, products, and yield The reactants are BrC=1C=NC=2N(C1)N=C(C2)C(=O)O (6-bromo-pyrazolo[1,5-a]pyrimidine-2-carboxylic acid), CC1NCCC2=C(C=CC=C12)NC(C)=O (N-(1-Methyl-1,2,3,4-tetrahydro-isoquinolin-5-yl)-acetamide). Yields the product BrC=1C=NC=2N(C1)N=C(C2)C(=O)N2C(C1=CC=CC(=C1CC2)NC(C)=O)C (N-[2-(6-Bromo-pyrazolo[1,5-a]pyrimidine-2-carbonyl)-1-methyl-1,2,3,4-tetrahydro-isoquinolin-5-yl]-acetamide). RXN SMILES: [Br:1][C:2]1[CH:3]=[N:4][C:5]2[N:6]([N:8]=[C:9]([C:11]([OH:13])=O)[CH:10]=2)[CH:7]=1.[CH3:14][CH:15]1[C:24]2[C:19](=[C:20]([NH:25][C:26](=[O:28])[CH3:27])[CH:21]=[CH:22][CH:23]=2)[CH2:18][CH2:17][NH:16]1>>[Br:1][C:2]1[CH:3]=[N:4][C:5]2[N:6]([N:8]=[C:9]([C:11]([N:16]3[CH2:17][CH2:18][C:19]4[C:24](=[CH:23][CH:22]=[CH:21][C:20]=4[NH:25][C:26](=[O:28])[CH3:27])[CH:15]3[CH3:14])=[O:13])[CH:10]=2)[CH:7]=1. Procedure details: In close analogy to the procedure described in Example 1, 6-bromo-pyrazolo[1,5-a]pyrimidine-2-carboxylic acid is reacted with N-(1-Methyl-1,2,3,4-tetrahydro-isoquinolin-5-yl)-acetamide to provide the title compound in moderate yield.